Dataset: the Open Reaction Database (ORD), a public repository of structured organic reaction records. Task: describe an organic reaction: reactants, conditions, products, and yield The reactants are ClC=1C(=NN(C1OC(F)F)C)C1=CC=C(OCC2=C(OC(C(=O)O)C)C=C(C=C2)C)C=C1 (2-[2-[4-(4-chloro-5-difluoromethoxy-1-methylpyrazol-3-yl)phenoxymethyl]-5-methylphenoxy]-propanoic acid), C(C)I (ethyl iodide), 1,8-diazobicyclo[5.4.0]undec-7-ene. The solvent is C(C)#N (acetonitrile). Yields the product ClC=1C(=NN(C1OC(F)F)C)C1=CC=C(OCC2=C(OC(C(=O)OCC)C)C=C(C=C2)C)C=C1 (ethyl 2-[2-[4-(4-chloro-5-difluoromethoxy-1-methylpyrazol-3-yl)phenoxymethyl]-5-methylphenoxy]-propanoate). Yield: 60.6%. As a reaction SMILES: [Cl:1][C:2]1[C:3]([C:12]2[CH:32]=[CH:31][C:15]([O:16][CH2:17][C:18]3[CH:29]=[CH:28][C:27]([CH3:30])=[CH:26][C:19]=3[O:20][CH:21]([CH3:25])[C:22]([OH:24])=[O:23])=[CH:14][CH:13]=2)=[N:4][N:5]([CH3:11])[C:6]=1[O:7][CH:8]([F:10])[F:9].[CH2:33](I)[CH3:34]>C(#N)C>[Cl:1][C:2]1[C:3]([C:12]2[CH:13]=[CH:14][C:15]([O:16][CH2:17][C:18]3[CH:29]=[CH:28][C:27]([CH3:30])=[CH:26][C:19]=3[O:20][CH:21]([CH3:25])[C:22]([O:24][CH2:33][CH3:34])=[O:23])=[CH:31][CH:32]=2)=[N:4][N:5]([CH3:11])[C:6]=1[O:7][CH:8]([F:9])[F:10]. Procedure details: A stirred solution of 1.6 grams (0.003 mole) of 2-[2-[4-(4-chloro-5-difluoromethoxy-1-methylpyrazol-3-yl)phenoxymethyl]-5-methylphenoxy]-propanoic acid, 0.32 mL (0.004 mole) of ethyl iodide, and 0.49 mL (0.3 mole) of 1,8-diazobicyclo[5.4.0]undec-7-ene (DBU) in 40 mL of acetonitrile was heated at reflux for two hours. The reaction mixture was then cooled and concentrated under reduced pressure to a residue. The residue was taken up in water and extracted with three 60 mL portions of ethyl acetate...